This data is from the Open Reaction Database (ORD), a public repository of structured organic reaction records. The task is: describe an organic reaction: reactants, conditions, products, and yield Reactants: C(C)OC(=O)CN1C=C(C2=CC=CC=C12)CC=1NC=CN1 (1-Ethoxycarbonylmethyl-3-(1-imidazolylmethyl)indole), [OH-].[Na+] (sodium hydroxide). The solvent is C(C)O (ethanol), O (water). Product: C(=O)(O)CN1C=C(C2=CC=CC=C12)CC=1NC=CN1 (1-carboxymethyl-3-(1-imidazolylmethyl)indole). Isolated yield 73.6%. RXN SMILES: C([O:3][C:4]([CH2:6][N:7]1[C:15]2[C:10](=[CH:11][CH:12]=[CH:13][CH:14]=2)[C:9]([CH2:16][C:17]2[NH:18][CH:19]=[CH:20][N:21]=2)=[CH:8]1)=[O:5])C.[OH-].[Na+]>C(O)C.O>[C:4]([CH2:6][N:7]1[C:15]2[C:10](=[CH:11][CH:12]=[CH:13][CH:14]=2)[C:9]([CH2:16][C:17]2[NH:21][CH:20]=[CH:19][N:18]=2)=[CH:8]1)([OH:5])=[O:3] |f:1.2|. Procedure: 1-Ethoxycarbonylmethyl-3-(1-imidazolylmethyl)indole (0.98 g) was dissolved in ethanol (10 ml) and a solution of sodium hydroxide (0.25 g) in water (2 ml) was added. The mixture was heated under reflux for 2 hours and then evaporated. The residue was dissolved in 5 ml of water and the solution was just acidified with acetic acid. The solution was evaporated to dryness and the residue was stirred with a little water and the mixture was filtered to give 1-carboxymethyl-3-(1-imidazolylmethyl)indole,... Starting materials: BrC1=CC2=CC=CC=C2C=C1I (2-bromo-3-iodonaphthalene), Cl (hydrochloric acid), B(OC)(OC)OC (trimethyl borate), C(C)(C)[Mg]Br (isopropylmagnesium bromide). The solvent is C1CCOC1 (THF), C1CCOC1 (THF). Run at temperature -65 celsius, time 30 minute. Yields the product BrC=1C(=CC2=CC=CC=C2C1)B(O)O (3-bromo-2-naphthylboronic acid). Reaction SMILES: [Br:1][C:2]1[C:11](I)=[CH:10][C:9]2[C:4](=[CH:5][CH:6]=[CH:7][CH:8]=2)[CH:3]=1.C([Mg]Br)(C)C.[B:18](OC)([O:21]C)[O:19]C.Cl>C1COCC1>[Br:1][C:2]1[C:11]([B:18]([OH:21])[OH:19])=[CH:10][C:9]2[C:4]([CH:3]=1)=[CH:5][CH:6]=[CH:7][CH:8]=2. Reported procedure: On the other hand, to another 100 ml Schlenk reaction vessel were added under a nitrogen atmosphere 85 mg (0.255 mmol) of 2-bromo-3-iodonaphthalene synthesized in Synthetic Example 2 and 2.0 ml of THF. The solution was cooled to −65° C. and 0.34 ml (0.27 mmol) of a THF solution of isopropylmagnesium bromide (manufactured by Tokyo Chemical Industry Co. Ltd., 0.80M) was added dropwise. After 30 minutes of aging, 33 mg (0.32 mmol) of trimethyl borate (manufactured by Wako Pure Chemical Industries, ... Reactants: O=C(OOC(=O)c1ccccc1)c1ccccc1, Cc1cccnc1C#N, ClC(Cl)(Cl)Cl, O=C1CCC(=O)N1Br. Product: N#Cc1ncccc1CBr. Reaction SMILES: [C:18]([O:19][O:20][C:21](=[O:22])[c:23]1[cH:24][cH:25][cH:26][cH:27][cH:28]1)(=[O:29])[c:30]1[cH:31][cH:32][cH:33][cH:34][cH:35]1.[CH3:1][c:2]1[c:3]([C:8]#[N:9])[n:4][cH:5][cH:6][cH:7]1.[Cl:36][C:37]([Cl:38])([Cl:39])[Cl:40].[O:10]=[C:11]1[N:12]([Br:17])[C:13](=[O:14])[CH2:15][CH2:16]1>>[CH2:1]([c:2]1[c:3]([C:8]#[N:9])[n:4][cH:5][cH:6][cH:7]1)[Br:17]. Conditions: temperature 90 celsius, time 2 hour. As a reaction SMILES: C([N:4]1[C:13]2[C:12]3=[N:14][C:15]([CH3:19])=[C:16]([CH2:17][OH:18])[N:11]3[CH:10]=[CH:9][C:8]=2[C@@H:7]([O:20][CH2:21][CH2:22][O:23][CH3:24])[C@H:6]([O:25]C(=O)C(C)(C)C)[C@H:5]1[C:32]1[CH:37]=[CH:36][CH:35]=[CH:34][CH:33]=1)(=O)C.C(=O)([O-])[O-].[K+].[K+]>NC(O)C>[OH:18][CH2:17][C:16]1[N:11]2[CH:10]=[CH:9][C:8]3[C@@H:7]([O:20][CH2:21][CH2:22][O:23][CH3:24])[C@H:6]([OH:25])[C@@H:5]([C:32]4[CH:37]=[CH:36][CH:35]=[CH:34][CH:33]=4)[NH:4][C:13]=3[C:12]2=[N:14][C:15]=1[CH3:19] |f:1.2.3|. Product: OCC1=C(N=C2N1C=CC=1[C@H]([C@@H]([C@H](NC21)C2=CC=CC=C2)O)OCCOC)C ((7R,8R,9R)-3-Hydroxymethyl-8-hydroxy-7-(2-methoxyethoxy)-2-methyl-9-phenyl-7,8,9,10-tetrahydroimidazo[1,2-h][1,7]naphthyridine). The solvent is NC(C)O (aminoethanol). Procedure: A suspension of 0.60 g (1.10 mmol) of (7R,8R,9R)-10-acetyl-3-hydroxymethyl-7-(2-methoxyethoxy)-2-methyl-9-phenyl-8-pivaloyloxy-7,8,9,10-tetrahydroimidazo[1,2-h][1,7]naphthyridine and 0.30 g (2.10 mmol) potassium carbonate in aminoethanol is stirred at 90° C. for 2 h. The reaction is quenched by adding of saturated aqueous ammonium chloride solution. Subsequently the mixture is extracted twice with dichloromethane. The combined organic layers are washed with brine, dried over sodium sulphate and ... Reactants: C(C)(=O)N1[C@@H]([C@H]([C@@H](C=2C=CN3C(C12)=NC(=C3CO)C)OCCOC)OC(C(C)(C)C)=O)C3=CC=CC=C3 ((7R,8R,9R)-10-acetyl-3-hydroxymethyl-7-(2-methoxyethoxy)-2-methyl-9-phenyl-8-pivaloyloxy-7,8,9,10-tetrahydroimidazo[1,2-h][1,7]naphthyridine), C([O-])([O-])=O.[K+].[K+] (potassium carbonate). The reactants are CON=C(C(=O)OCC)C(C)=NNC(=O)OC(C)(C)C (ethyl 2-methoxyimino-3-t-butoxycarbonylhydrazonobutyrate), S(=O)(Cl)Cl (thionyl chloride), ice water. Solvent: C(C)(=O)OCC (ethyl acetate). Conditions: temperature 50 celsius, time 3 minute. The product is CON=C(C(=O)OCC)C=1N=NSC1 (ethyl 2-methoxyimino-2-(1,2,3-thiadiazol-4-yl)acetate). As a reaction SMILES: [CH3:1][O:2][N:3]=[C:4]([C:10](=[N:12][NH:13]C(OC(C)(C)C)=O)[CH3:11])[C:5]([O:7][CH2:8][CH3:9])=[O:6].[S:21](Cl)(Cl)=O>C(OCC)(=O)C>[CH3:1][O:2][N:3]=[C:4]([C:10]1[N:12]=[N:13][S:21][CH:11]=1)[C:5]([O:7][CH2:8][CH3:9])=[O:6]. Procedure details: A mixture of ethyl 2-methoxyimino-3-t-butoxycarbonylhydrazonobutyrate (a mixture of syn and anti isomers) (28.7 g.) and thionyl chloride (30 ml.) was warmed with stirring on a water bath of 50° C. for 3 minutes and then stirred for 5 minutes at ambient temperature to give black solution. To the reaction mixture was added ethyl acetate (200 ml.) and the mixture was poured into ice-water (300 ml.). The ethyl acetate layer was separated, washed in turn with water, with a saturated aqueous solution ... Reactants: O=C([O-])[O-], C1CCOC1, COCCOc1cccc(B2OC(C)(C)C(C)(C)O2)c1, CCOC(C)=O, CCOCC, ClCCl, [K+], [K+], [Na+], [OH-], O, O=C(Nc1ccncn1)N1CC(Oc2ccc(I)cn2)C1. The product is COCCOc1cccc(-c2ccc(OC3CN(C(=O)Nc4ccncn4)C3)nc2)c1. Reaction SMILES: [C:42](=[O:43])([O-:44])[O-:45].[CH2:50]1[O:51][CH2:52][CH2:53][CH2:54]1.[CH3:1][O:2][CH2:3][CH2:4][O:5][c:6]1[cH:7][c:8]([B:12]2[O:13][C:14]([CH3:15])([CH3:16])[C:17]([CH3:18])([CH3:19])[O:20]2)[cH:9][cH:10][cH:11]1.[CH3:56][CH2:57][O:58][C:59](=[O:60])[CH3:61].[CH3:65][CH2:66][O:67][CH2:68][CH3:69].[Cl:62][CH2:63][Cl:64].[K+:46].[K+:47].[Na+:49].[OH-:48].[OH2:55].[n:21]1[cH:22][n:23][c:24]([NH:27][C:28](=[O:29])[N:30]2[CH2:31][CH:32]([O:34][c:35]3[n:36][cH:37][c:38]([I:41])[cH:39][cH:40]3)[CH2:33]2)[cH:25][cH:26]1>>[CH3:1][O:2][CH2:3][CH2:4][O:5][c:6]1[cH:7][c:8](-[c:38]2[cH:37][n:36][c:35]([O:34][CH:32]3[CH2:31][N:30]([C:28]([NH:27][c:24]4[n:23][cH:22][n:21][cH:26][cH:25]4)=[O:29])[CH2:33]3)[cH:40][cH:39]2)[cH:9][cH:10][cH:11]1. Starting materials: CNC1=C(C=CC=C1)N (N-Methyl-o-phenylenediamine), CNC1=CC=C(C(=O)O)C=C1 (4-(methylamino)benzoic acid), [OH-].[Na+] (sodium hydroxide). Run in O (water), polyphosphoric acid. Reaction conditions: temperature 80 celsius. Product: CNC1=CC=C(C=C1)C1=NC2=C(N1C)C=CC=C2 (N-Methyl-N-[4-(1-methyl-1H-benzoimidazol-2-yl)-phenyl]-amine). RXN SMILES: [CH3:1][NH:2][C:3]1[CH:8]=[CH:7][CH:6]=[CH:5][C:4]=1[NH2:9].[CH3:10][NH:11][C:12]1[CH:20]=[CH:19][C:15]([C:16](O)=O)=[CH:14][CH:13]=1.[OH-].[Na+]>O>[CH3:10][NH:11][C:12]1[CH:20]=[CH:19][C:15]([C:16]2[N:2]([CH3:1])[C:3]3[CH:8]=[CH:7][CH:6]=[CH:5][C:4]=3[N:9]=2)=[CH:14][CH:13]=1 |f:2.3|. Procedure: 10.14 mL (86.5 mmol) N-Methyl-o-phenylenediamine and 13.08 g (86.5 mmol) 4-(methylamino)benzoic acid are stirred in 70.0 g polyphosphoric acid at 200° C. for 3 hours. The mixture is cooled to 80° C., poured into water and stirred over night at RT. The mixture is alkalinized with sodium hydroxide solution. The precipitate is filtered off and washed with water. The product is dried in vacuo at 50° C. The reactants are C(C1=CC=CC=C1)OC1=CC(=C(C=N1)C1=C(C=C(C=C1)CC(=O)NC1=CC(=C(C=C1)CC(CO[Si](C)(C)C(C)(C)C)(C)C)C(F)(F)F)F)OCC (2-(4-(6-(benzyloxy)-4-ethoxypyridin-3-yl)-3-fluorophenyl)-N-(4-(3-((tert-butyldimethylsilyl)oxy)-2,2-dimethylpropyl)-3-(trifluoromethyl)phenyl)acetamide), C(=O)(C(F)(F)F)O (TFA). The solvent is C(Cl)Cl (DCM). Run at temperature 25 celsius, time 2 hour. Product: C(C1=CC=CC=C1)OC1=CC(=C(C=N1)C1=C(C=C(C=C1)CC(=O)NC1=CC(=C(C=C1)CC(CO)(C)C)C(F)(F)F)F)OCC (2-(4-(6-(benzyloxy)-4-ethoxypyridin-3-yl)-3-fluorophenyl)-N-(4-(3-hydroxy-2,2-dimethylpropyl)-3-(trifluoromethyl)phenyl)acetamide). Yield: 86.7%. As a reaction SMILES: [CH2:1]([O:8][C:9]1[N:14]=[CH:13][C:12]([C:15]2[CH:20]=[CH:19][C:18]([CH2:21][C:22]([NH:24][C:25]3[CH:30]=[CH:29][C:28]([CH2:31][C:32]([CH3:43])([CH3:42])[CH2:33][O:34][Si](C(C)(C)C)(C)C)=[C:27]([C:44]([F:47])([F:46])[F:45])[CH:26]=3)=[O:23])=[CH:17][C:16]=2[F:48])=[C:11]([O:49][CH2:50][CH3:51])[CH:10]=1)[C:2]1[CH:7]=[CH:6][CH:5]=[CH:4][CH:3]=1.C(O)(C(F)(F)F)=O>C(Cl)Cl>[CH2:1]([O:8][C:9]1[N:14]=[CH:13][C:12]([C:15]2[CH:20]=[CH:19][C:18]([CH2:21][C:22]([NH:24][C:25]3[CH:30]=[CH:29][C:28]([CH2:31][C:32]([CH3:43])([CH3:42])[CH2:33][OH:34])=[C:27]([C:44]([F:45])([F:47])[F:46])[CH:26]=3)=[O:23])=[CH:17][C:16]=2[F:48])=[C:11]([O:49][CH2:50][CH3:51])[CH:10]=1)[C:2]1[CH:3]=[CH:4][CH:5]=[CH:6][CH:7]=1. Reported procedure: To a mixture of 2-(4-(6-(benzyloxy)-4-ethoxypyridin-3-yl)-3-fluorophenyl)-N-(4-(3-((tert-butyldimethylsilyl)oxy)-2,2-dimethylpropyl)-3-(trifluoromethyl)phenyl)acetamide (4.5 g, 4.83 mmol) in DCM (30 mL) was added TFA (4.46 mL, 57.9 mmol). The mixture was stirred at 25° C. for 2 h. Then the reaction residue was concentrated, added to MeCN (50 mL), made basic with NH4OH and concentrated. The crude material was purified by silica column chromatography (PE/EA=1:1). All fractions found to contain pro... The reactants are CCOC(C)=O, CC(C)O, Cl, Cc1cc(C#N)c(Nc2ccccc2[N+](=O)[O-])s1. Yields the product Cl, Cc1cc2c(s1)Nc1ccccc1N=C2N. As a reaction SMILES: [CH3:20][CH2:21][O:22][C:23](=[O:24])[CH3:25].[CH:26]([OH:27])([CH3:28])[CH3:29].[ClH:19].[N+:1]([O-:2])(=[O:3])[c:4]1[c:5]([NH:6][c:7]2[s:8][c:9]([CH3:14])[cH:10][c:11]2[C:12]#[N:13])[cH:15][cH:16][cH:17][cH:18]1>>[ClH:19].[N:1]1=[C:12]([NH2:13])[c:11]2[c:7]([s:8][c:9]([CH3:14])[cH:10]2)[NH:6][c:5]2[c:4]1[cH:18][cH:17][cH:16][cH:15]2.